From a dataset of the Open Reaction Database (ORD), a public repository of structured organic reaction records. describe an organic reaction: reactants, conditions, products, and yield The reactants are FC1=CC=C(C=C1)[C@@H]1OC[C@H](C1)COS(=O)(=O)C1=CC=C(C)C=C1 (trans-2-(4-fluorophenyl)-4-(tosyloxymethyl)tetrahydrofuran), [I-].[Na+] (sodium iodide). Run in CC(=O)C (acetone). Yields the product FC1=CC=C(C=C1)[C@@H]1OC[C@H](C1)CI (trans-2-(4-fluorophenyl)-4-(iodomethyl)tetrahydrofuran). RXN SMILES: [F:1][C:2]1[CH:7]=[CH:6][C:5]([C@H:8]2[CH2:12][C@H:11]([CH2:13]OS(C3C=CC(C)=CC=3)(=O)=O)[CH2:10][O:9]2)=[CH:4][CH:3]=1.[I-:25].[Na+]>CC(C)=O>[F:1][C:2]1[CH:7]=[CH:6][C:5]([C@H:8]2[CH2:12][C@H:11]([CH2:13][I:25])[CH2:10][O:9]2)=[CH:4][CH:3]=1 |f:1.2|. Procedure details: A mixture of 9.2 g of trans-2-(4-fluorophenyl)-4-(tosyloxymethyl)tetrahydrofuran and 12.6 g of sodium iodide in 130 ml of acetone is heated under reflux for 6 hours. The solvent is then distilled off under reduced pressure, and the residue is extracted with ether. The extract is washed with water and dried over magnesium sulfate, and the solvent is distilled off to give a quantitative yield of trans-2-(4-fluorophenyl)-4-(iodomethyl)tetrahydrofuran as colorless oil, nD27 1.5675. The reactants are ClC=1C(OC2=CC(=C(C=C2C1C)Cl)O)=O (3-Chloro-4-methyl-6-chloro-7-hydroxycoumarin), [OH-].[Na+] (NaOH). The product is ClC=1C(=CC2=C(C(=C(O2)C(=O)O)C)C1)O (5-Chloro-6-hydroxy-3-methylbenzofuran-2-carboxylic acid). Yield: 54.0%. As a reaction SMILES: Cl[C:2]1[C:3](=[O:15])[O:4][C:5]2[C:10]([C:11]=1[CH3:12])=[CH:9][C:8]([Cl:13])=[C:7]([OH:14])[CH:6]=2.[OH-:16].[Na+]>>[Cl:13][C:8]1[C:7]([OH:14])=[CH:6][C:5]2[O:4][C:2]([C:3]([OH:15])=[O:16])=[C:11]([CH3:12])[C:10]=2[CH:9]=1 |f:1.2|. Reported procedure: 3-Chloro-4-methyl-6-chloro-7-hydroxycoumarin was refluxed with NaOH (30 ml, 1N) for 1 hour. The mixture was washed with three 50 ml portions of ethyl acetate. Then acidification (HCl, 3N) of the aqueous phase followed by filtration of the solid that precipitated gave 0.5 g (54% yield) of the desired acid, m.p. 279°-280° C. In the ethyl acetate extract 0.2 g of decarboxylate product was recovered as a by product, Reactants: C[SiH](C)OC(c1cc(CO)no1)C(C)(C)C, O, Cc1ccc(S(=O)(=O)Cl)cc1, c1ccncc1. Product: C[SiH](C)OC(c1cc(CCl)no1)C(C)(C)C. RXN SMILES: [C:1]([CH3:2])([CH3:3])([CH3:4])[CH:5]([c:6]1[cH:7][c:8]([CH2:11][OH:12])[n:9][o:10]1)[O:13][SiH:14]([CH3:15])[CH3:16].[OH2:28].[c:17]1([CH3:18])[cH:19][cH:20][c:21]([S:22](=[O:23])(=[O:24])[Cl:26])[cH:25][cH:27]1.[cH:29]1[cH:30][cH:31][n:32][cH:33][cH:34]1>>[C:1]([CH3:2])([CH3:3])([CH3:4])[CH:5]([c:6]1[cH:7][c:8]([CH2:11][Cl:26])[n:9][o:10]1)[O:13][SiH:14]([CH3:15])[CH3:16]. Starting materials: CN1C(NC2=CC(=CC=C2C1=O)C(=O)OC)=O (methyl 3-methyl-2,4-dioxo-1,2,3,4-tetrahydroquinazoline-7-carboxylate), P(Cl)(Cl)(Cl)(Cl)Cl (phosphorus pentachloride), P(=O)(Cl)(Cl)Cl (phosphoryl chloride), C(C)N(C1=CC=CC=C1)CC (N,N-diethylaniline). Reaction conditions: temperature 120 celsius, time 1 day. Yields the product ClC1=NC2=CC(=CC=C2C(N1C)=O)C(=O)OC (methyl 2-chloro-3-methyl-4-oxo-3,4-dihydroquinazoline-7-carboxylate). The yield is 22.6%. As a reaction SMILES: [CH3:1][N:2]1[C:11](=[O:12])[C:10]2[C:5](=[CH:6][C:7]([C:13]([O:15][CH3:16])=[O:14])=[CH:8][CH:9]=2)[NH:4][C:3]1=O.P(Cl)(Cl)([Cl:20])=O.C(N(CC)C1C=CC=CC=1)C.P(Cl)(Cl)(Cl)(Cl)Cl>>[Cl:20][C:3]1[N:2]([CH3:1])[C:11](=[O:12])[C:10]2[C:5](=[CH:6][C:7]([C:13]([O:15][CH3:16])=[O:14])=[CH:8][CH:9]=2)[N:4]=1. Procedure details: Into a round bottom flask was added methyl 3-methyl-2,4-dioxo-1,2,3,4-tetrahydroquinazoline-7-carboxylate (0.48 g, 2.1 mmol) dissolved in phosphoryl chloride (20.0 mL, 214 mmol). N,N-diethylaniline (0.99 mL, 6.2 mmol) was added followed by phosphorus pentachloride (0.22 g, 1.05 mmol). The reaction mixture was heated to 120° C. and stirred for 1 d. The mixture was then cooled to rt and concentrated. The residue was poured over ice and extracted with DCM (3×). The combined organic phases were then...